From a dataset of the Open Reaction Database (ORD), a public repository of structured organic reaction records. describe an organic reaction: reactants, conditions, products, and yield The reactants are Cl (hydrogen chloride), ClCCC(C(=O)NNC(=O)OC(C)(C)C)C1=CC(=C(C(=C1)F)F)F (tert-butyl N′-[4-chloro-2-(3,4,5-trifluorophenyl)butyryl]hydrazinecarboxylate). Run in C(C)(=O)OCC (ethyl acetate). Run at time 1 hour. Product: Cl.ClCCC(C(=O)NN)C1=CC(=C(C(=C1)F)F)F (4-chloro-2-(3,4,5-trifluorophenyl)butyric acid hydrazide hydrochloride). Yield: 221.1%. Reaction SMILES: Cl.[Cl:2][CH2:3][CH2:4][CH:5]([C:17]1[CH:22]=[C:21]([F:23])[C:20]([F:24])=[C:19]([F:25])[CH:18]=1)[C:6]([NH:8][NH:9]C(OC(C)(C)C)=O)=[O:7]>C(OCC)(=O)C>[ClH:2].[Cl:2][CH2:3][CH2:4][CH:5]([C:17]1[CH:18]=[C:19]([F:25])[C:20]([F:24])=[C:21]([F:23])[CH:22]=1)[C:6]([NH:8][NH2:9])=[O:7] |f:3.4|. Reported procedure: A solution of 4 N hydrogen chloride in ethyl acetate (120 mL) was added to tert-butyl N′-[4-chloro-2-(3,4,5-trifluorophenyl)butyryl]hydrazinecarboxylate (6.6 g). The reaction solution was stirred at room temperature for one hour and then concentrated under reduced pressure to obtain 4-chloro-2-(3,4,5-trifluorophenyl)butyric acid hydrazide hydrochloride (6.03 g). A solution of 4-chloro-2-(3,4,5-trifluorophenyl)butyric acid hydrazide hydrochloride (565 mg) and triethylamine (1.0 mL) in ethanol (10... Reactants: FC=1C=C(C=C(C1)F)[Mg]Br ((3,5-difluorophenyl)magnesium bromide), CC1(OC[C@@H](O1)[C@H]1N(C1)C(=O)OC(C)(C)C)C (Tert-butyl (2S)-2-[(4S)-2,2-dimethyl-1,3-dioxolan-4-yl]aziridine-1-carboxylate). Reagents/catalysts: CSC.[Cu](Br)Br (copper bromide-dimethyl sulfide). Solvent: C1CCOC1 (THF), C1CCOC1 (THF). Conditions: time 8 hour. Yields the product FC=1C=C(C=C(C1)F)C[C@@H]([C@@H]1OC(OC1)(C)C)NC(OC(C)(C)C)=O (Tert-butyl (1S)-2-(3,5-difluorophenyl)-1-[(4S)-2,2-dimethyl-1,3-dioxolan-4-yl]ethylcarbamate). As a reaction SMILES: [CH3:1][C:2]1([CH3:17])[O:6][C@@H:5]([C@@H:7]2[CH2:9][N:8]2[C:10]([O:12][C:13]([CH3:16])([CH3:15])[CH3:14])=[O:11])[CH2:4][O:3]1.[F:18][C:19]1[CH:20]=[C:21]([Mg]Br)[CH:22]=[C:23]([F:25])[CH:24]=1>C1COCC1.CSC.[Cu](Br)Br>[F:18][C:19]1[CH:20]=[C:21]([CH2:9][C@H:7]([NH:8][C:10](=[O:11])[O:12][C:13]([CH3:14])([CH3:15])[CH3:16])[C@H:5]2[CH2:4][O:3][C:2]([CH3:1])([CH3:17])[O:6]2)[CH:22]=[C:23]([F:25])[CH:24]=1 |f:3.4|. Reported procedure: BOC-Aziridine (21), copper bromide-dimethyl sulfide (0.15 eq.), and THF were cooled to −20° and (3,5-difluorophenyl)magnesium bromide (1.25 eq.) in THF was added. The reaction was allowed to warm to 200 and stir overnight. The reaction was extracted and the solvent removed to afford the crude product (26) as a syrup. The reactants are CCOCC, ClCCl, O=C(O)C(F)(F)F, CC(C)(C)OC(=O)N1CCC(n2cc(-c3ccc(Oc4ccccc4)cc3)c3c(N)ncnc32)CC1. Product: Nc1ncnc2c1c(-c1ccc(Oc3ccccc3)cc1)cn2C1CCNCC1. Reaction SMILES: [CH2:44]([O:45][CH2:46][CH3:47])[CH3:48].[Cl:49][CH2:50][Cl:51].[F:37][C:38]([F:39])([F:40])[C:41]([OH:42])=[O:43].[NH2:1][c:2]1[c:3]2[c:4]([n:5][cH:6][n:7]1)[n:8]([CH:24]1[CH2:25][CH2:26][N:27]([C:30]([O:31][C:32]([CH3:33])([CH3:34])[CH3:35])=[O:36])[CH2:28][CH2:29]1)[cH:9][c:10]2-[c:11]1[cH:12][cH:13][c:14]([O:17][c:18]2[cH:19][cH:20][cH:21][cH:22][cH:23]2)[cH:15][cH:16]1>>[NH2:1][c:2]1[c:3]2[c:4]([n:5][cH:6][n:7]1)[n:8]([CH:24]1[CH2:25][CH2:26][NH:27][CH2:28][CH2:29]1)[cH:9][c:10]2-[c:11]1[cH:12][cH:13][c:14]([O:17][c:18]2[cH:19][cH:20][cH:21][cH:22][cH:23]2)[cH:15][cH:16]1. Reactants: CCOC(=O)CC1OB(O)c2cc(Oc3nnc(N)s3)cc(C)c21, C1CCOC1, CO, Cl, [Li+], [OH-], O. The product is Cc1cc(Oc2nnc(N)s2)cc2c1C(CC(=O)O)OB2O. Reaction SMILES: [CH2:1]([CH3:2])[O:3][C:4]([CH2:5][CH:6]1[c:7]2[c:8]([cH:12][c:13]([O:17][c:18]3[s:19][c:20]([NH2:23])[n:21][n:22]3)[cH:14][c:15]2[CH3:16])[B:9]([OH:11])[O:10]1)=[O:24].[CH2:28]1[O:29][CH2:30][CH2:31][CH2:32]1.[CH3:33][OH:34].[ClH:27].[Li+:26].[OH-:25].[OH2:35]>>[O:3]=[C:4]([CH2:5][CH:6]1[c:7]2[c:8]([cH:12][c:13]([O:17][c:18]3[s:19][c:20]([NH2:23])[n:21][n:22]3)[cH:14][c:15]2[CH3:16])[B:9]([OH:11])[O:10]1)[OH:24].